Dataset: the Open Reaction Database (ORD), a public repository of structured organic reaction records. Task: describe an organic reaction: reactants, conditions, products, and yield The reactants are BrC1=C(C(=CC=C1)[N+](=O)[O-])CO ((2-bromo-6-nitro-phenyl)-methanol), NN (H2NNH2). The reagents and catalysts are [Ni] (Ni). The solvent is C1CCOC1.CO (THF MeOH). The product is NC1=C(C(=CC=C1)Br)CO ((2-amino-6-bromo-phenyl)-methanol). Isolated yield 83.9%. RXN SMILES: [Br:1][C:2]1[CH:7]=[CH:6][CH:5]=[C:4]([N+:8]([O-])=O)[C:3]=1[CH2:11][OH:12].NN>C1COCC1.CO.[Ni]>[NH2:8][C:4]1[CH:5]=[CH:6][CH:7]=[C:2]([Br:1])[C:3]=1[CH2:11][OH:12] |f:2.3|. Procedure: To a warm solution of (2-bromo-6-nitro-phenyl)-methanol (751 mg, 3.24 mmol), and a catalytic amount of Raney (Ni) in THF/MeOH (10 ml/10 ml) was added H2NNH2 (0.2 ml, 6.37 mmol). With stirring, the solution was heated under reflux for an hour and was allowed to cool to room temperature. The reaction mixture was filtered through celite and washed with ethyl acetate. The concentrated filtrate was purified by flash chromatography to give (2-amino-6-bromo-phenyl)-methanol (549 mg, 84%). MS: 202.1 (M+... Reactants: CCOC(C)=O, O=C(Cl)c1ccc(Cl)nc1, Cc1cc(NC(=O)c2ccc(Cl)nc2)ccc1I, Nc1ccc(-c2ccc(F)cc2F)cc1F. Yields the product O=C(Nc1ccc(-c2ccc(F)cc2F)cc1F)c1ccc(Cl)nc1. Reaction SMILES: [CH3:45][CH2:46][O:47][C:48]([CH3:49])=[O:50].[Cl:17][c:18]1[n:19][cH:20][c:21]([C:22](=[O:23])[Cl:24])[cH:25][cH:26]1.[Cl:27][c:28]1[cH:29][cH:30][c:31]([C:32]([NH:33][c:34]2[cH:35][cH:36][c:37]([I:38])[c:39]([CH3:40])[cH:41]2)=[O:42])[cH:43][n:44]1.[F:1][c:2]1[cH:3][c:4](-[c:9]2[c:10]([F:16])[cH:11][c:12]([F:15])[cH:13][cH:14]2)[cH:5][cH:6][c:7]1[NH2:8]>>[F:1][c:2]1[cH:3][c:4](-[c:9]2[c:10]([F:16])[cH:11][c:12]([F:15])[cH:13][cH:14]2)[cH:5][cH:6][c:7]1[NH:8][C:22]([c:21]1[cH:20][n:19][c:18]([Cl:17])[cH:26][cH:25]1)=[O:23].